This data is from the Open Reaction Database (ORD), a public repository of structured organic reaction records. The task is: describe an organic reaction: reactants, conditions, products, and yield Reactants: CCO, Cl, [Na+], [OH-], [Sn], O=[N+]([O-])c1cc(N2CCN(CCO)CC2)ccc1C=Cc1n[nH]c2ccccc12. Yields the product Nc1cc(N2CCN(CCO)CC2)ccc1C=Cc1n[nH]c2ccccc12. Reaction SMILES: [CH3:34][CH2:35][OH:36].[ClH:31].[Na+:33].[OH-:32].[Sn:30].[nH:1]1[n:2][c:3]([CH:10]=[CH:11][c:12]2[c:13]([N+:27]([O-:28])=[O:29])[cH:14][c:15]([N:18]3[CH2:19][CH2:20][N:21]([CH2:24][CH2:25][OH:26])[CH2:22][CH2:23]3)[cH:16][cH:17]2)[c:4]2[cH:5][cH:6][cH:7][cH:8][c:9]12>>[nH:1]1[n:2][c:3]([CH:10]=[CH:11][c:12]2[c:13]([NH2:27])[cH:14][c:15]([N:18]3[CH2:19][CH2:20][N:21]([CH2:24][CH2:25][OH:26])[CH2:22][CH2:23]3)[cH:16][cH:17]2)[c:4]2[cH:5][cH:6][cH:7][cH:8][c:9]12. Reactants: OC1=CC=C(C(=O)C2=CC=CC=C2)C=C1 (4-hydroxybenzophenone), C(C)(=O)Cl (acetyl chloride). The solvent is N1=CC=CC=C1 (pyridine). The product is C(C)(=O)OC1=CC=C(C(=O)C2=CC=CC=C2)C=C1 (4-acetyloxybenzophenone). As a reaction SMILES: [OH:1][C:2]1[CH:15]=[CH:14][C:5]([C:6]([C:8]2[CH:13]=[CH:12][CH:11]=[CH:10][CH:9]=2)=[O:7])=[CH:4][CH:3]=1.[C:16](Cl)(=[O:18])[CH3:17]>N1C=CC=CC=1>[C:16]([O:1][C:2]1[CH:3]=[CH:4][C:5]([C:6]([C:8]2[CH:13]=[CH:12][CH:11]=[CH:10][CH:9]=2)=[O:7])=[CH:14][CH:15]=1)(=[O:18])[CH3:17]. Reported procedure: The title compound was prepared from 4-hydroxybenzophenone and acetyl chloride in pyridine and recrystallized from ethanol (M.P.~82°-83.5° C.). See J. Chem. Soc., 2867 (1927). Reactants: OCCC1=NSC2=C1C=C(C=C2)N2C(N(C(=CC2=O)C(F)(F)F)C)=O (3-[3-(2-hydroxyethyl)-1,2-benzisothiazol-5-yl]-1-methyl-6-(trifluoromethyl)-2,4(1H,3H)-pyrimidinedione), C(Br)(Br)(Br)Br (carbon tetrabromide), C(Br)(Br)(Br)Br (carbon tetrabromide), C1(=CC=CC=C1)P(C1=CC=CC=C1)C1=CC=CC=C1 (triphenyl phosphine), C1(=CC=CC=C1)P(C1=CC=CC=C1)C1=CC=CC=C1 (triphenylphosphine), resultant mixture. Run in CO (methanol), C(Cl)Cl (methylene chloride). Conditions: time 3 hour. The product is BrCCC1=NSC2=C1C=C(C=C2)N2C(N(C(=CC2=O)C(F)(F)F)C)=O (3-[3-(2-Bromoethyl)-1,2-benzisothiazol-5-yl]-1-methyl-6-(trifluoromethyl)-2,4(1H,3H)-pyrimidinedione). The yield is 66.0%. As a reaction SMILES: O[CH2:2][CH2:3][C:4]1[C:8]2[CH:9]=[C:10]([N:13]3[C:18](=[O:19])[CH:17]=[C:16]([C:20]([F:23])([F:22])[F:21])[N:15]([CH3:24])[C:14]3=[O:25])[CH:11]=[CH:12][C:7]=2[S:6][N:5]=1.C(Br)(Br)(Br)[Br:27].C1(P(C2C=CC=CC=2)C2C=CC=CC=2)C=CC=CC=1>C(Cl)Cl.CO>[Br:27][CH2:2][CH2:3][C:4]1[C:8]2[CH:9]=[C:10]([N:13]3[C:18](=[O:19])[CH:17]=[C:16]([C:20]([F:23])([F:22])[F:21])[N:15]([CH3:24])[C:14]3=[O:25])[CH:11]=[CH:12][C:7]=2[S:6][N:5]=1. Reported procedure: To a solution of 3-[3-(2-hydroxyethyl)-1,2-benzisothiazol-5-yl]-1-methyl-6-(trifluoromethyl)-2,4(1H,3H)-pyrimidinedione (0.690 g, 0.00185 mol) in methylene chloride is added carbon tetrabromide (0.655 g, 0.00197 mol) followed by triphenylphosphine (0.517 g, 0.00197 mol). The mixture is stirred three hours at ambient temperature and treated with additional carbon tetrabromide (0.328 g, 0.000988 mol) and triphenyl phosphine (0.259 g, 0.000987 mol). The resultant mixture is stirred 85 minutes, dilu... Starting materials: C(C1=CC=CC=C1)OC=1C(=NC=C(C1)OC1=C(C=CC=C1)Cl)[N+](=O)[O-] (3-(benzyloxy)-5-(2-chlorophenoxy)-2-nitropyridine). Reagents/catalysts: [Zn] (Zinc). Solvent: C(C)(=O)O (acetic acid), ClCCl (dichloromethane). Run at time 2 hour. Product: C(C1=CC=CC=C1)OC=1C(=NC=C(C1)OC1=C(C=CC=C1)Cl)N (3-(benzyloxy)-5-(2-chlorophenoxy)pyridin-2-amine). Yield: 98.5%. Reaction SMILES: [CH2:1]([O:8][C:9]1[C:10]([N+:23]([O-])=O)=[N:11][CH:12]=[C:13]([O:15][C:16]2[CH:21]=[CH:20][CH:19]=[CH:18][C:17]=2[Cl:22])[CH:14]=1)[C:2]1[CH:7]=[CH:6][CH:5]=[CH:4][CH:3]=1>C(O)(=O)C.ClCCl.[Zn]>[CH2:1]([O:8][C:9]1[C:10]([NH2:23])=[N:11][CH:12]=[C:13]([O:15][C:16]2[CH:21]=[CH:20][CH:19]=[CH:18][C:17]=2[Cl:22])[CH:14]=1)[C:2]1[CH:7]=[CH:6][CH:5]=[CH:4][CH:3]=1. Reported procedure: Zinc (1.34 g, 20.5 mmol) was added slowly to a solution of 3-(benzyloxy)-5-(2-chlorophenoxy)-2-nitropyridine (0.730 g, 2.05 mmol) in acetic acid (20 mL) in a water bath. The reaction mixture was stirred 2 hours, then diluted with dichloromethane (100 mL) and filtered through Celite. The pad was washed several times with dichloromethane, and the combined filtrates were concentrated. The residue was partitioned between ethyl acetate and 2N NaOH, and the organic layer was washed with brine, dried, ... Starting materials: C1(=CC=CC=C1)S(=O)(=O)N1C(=CC2=CC=CC=C12)CC (1-benzenesulphonyl-2-ethyl-1H-indole), [OH-].[Na+] (sodium hydroxide). Solvent: CCO (EtOH). The product is C(C)C=1NC2=CC=CC=C2C1 (2-ethyl-1H-indole). As a reaction SMILES: C1(S([N:10]2[C:18]3[C:13](=[CH:14][CH:15]=[CH:16][CH:17]=3)[CH:12]=[C:11]2[CH2:19][CH3:20])(=O)=O)C=CC=CC=1.[OH-].[Na+]>CCO>[CH2:19]([C:11]1[NH:10][C:18]2[C:13]([CH:12]=1)=[CH:14][CH:15]=[CH:16][CH:17]=2)[CH3:20] |f:1.2|. Reported procedure: 1.2 g (4.2 mmol) 1-benzenesulphonyl-2-ethyl-1H-indole in 10 mL EtOH were mixed with 5 mL of a (20 mmol) 4 N aqueous sodium hydroxide solution and refluxed for 8 h. Then the solvent was eliminated using the rotary evaporator and the residue was diluted with ice water. After acidifying with semi-concentrated aqueous hydrochloric acid the grease precipitated was extracted with ethyl acetate. The organic phase was dried on sodium sulphate, filtered off, evaporated down and dried. Starting materials: COC1=CC(=C(C(=O)O)C=C1[N+](=O)[O-])C (4-methoxy-2-methyl-5-nitrobenzoic acid), S(=O)(Cl)Cl (thionyl chloride), CO (methanol). Product: COC1=CC(=C(C(=O)OC)C=C1[N+](=O)[O-])C (methyl 4-methoxy-2-methyl-5-nitrobenzoate). Isolated yield 89.0%. As a reaction SMILES: [CH3:1][O:2][C:3]1[C:11]([N+:12]([O-:14])=[O:13])=[CH:10][C:6]([C:7]([OH:9])=[O:8])=[C:5]([CH3:15])[CH:4]=1.S(Cl)(Cl)=O.[CH3:20]O>>[CH3:1][O:2][C:3]1[C:11]([N+:12]([O-:14])=[O:13])=[CH:10][C:6]([C:7]([O:9][CH3:20])=[O:8])=[C:5]([CH3:15])[CH:4]=1. Procedure: To 4-methoxy-2-methyl-5-nitrobenzoic acid (1.06 g, 5 mmol) in methanol (10 mL) was added thionyl chloride (0.36 mL, 5 mmol) dropwise. The mixture was heated to reflux for 5 h and then allowed to cool. The solvent was removed in vacuo and the residue was partitioned between DCM (20 mL) and saturated aqueous NaHCO3 (20 mL). The organic phase was passed through a hydrophobic frit and the solvent was removed in vacuo to give methyl 4-methoxy-2-methyl-5-nitrobenzoate (998 mg, 89%) as an off-white sol...